From a dataset of the Open Reaction Database (ORD), a public repository of structured organic reaction records. describe an organic reaction: reactants, conditions, products, and yield Reactants: C(C)OC1=CC=C(C=C1)C(C)=NOCCO (2-[1-(4-ethoxyphenyl)-ethylideneaminooxy]ethanol), N(=NC(=O)OCC)C(=O)OCC (diethyl azodicarboxylate), OC1=CC=C(CC2C(N(C(S2)=O)C(C2=CC=CC=C2)(C2=CC=CC=C2)C2=CC=CC=C2)=O)C=C1 (5-(4-hydroxybenzyl)-3-tritylthiazolidine-2,4-dione), C1(=CC=CC=C1)P(C1=CC=CC=C1)C1=CC=CC=C1 (triphenylphosphine). The product is C(C)OC1=CC=C(C=C1)C(C)=NOCCOC1=CC=C(CC2C(N(C(S2)=O)C(C2=CC=CC=C2)(C2=CC=CC=C2)C2=CC=CC=C2)=O)C=C1 (5-(4-{2-[1-(4-Ethoxyphenyl)ethylideneaminooxy]-ethoxy}benzyl)-3-tritylthiazolidine-2,4-dione). Isolated yield 99.9%. RXN SMILES: [CH2:1]([O:3][C:4]1[CH:9]=[CH:8][C:7]([C:10](=[N:12][O:13][CH2:14][CH2:15][OH:16])[CH3:11])=[CH:6][CH:5]=1)[CH3:2].O[C:18]1[CH:50]=[CH:49][C:21]([CH2:22][CH:23]2[S:27][C:26](=[O:28])[N:25]([C:29]([C:42]3[CH:47]=[CH:46][CH:45]=[CH:44][CH:43]=3)([C:36]3[CH:41]=[CH:40][CH:39]=[CH:38][CH:37]=3)[C:30]3[CH:35]=[CH:34][CH:33]=[CH:32][CH:31]=3)[C:24]2=[O:48])=[CH:20][CH:19]=1.C1(P(C2C=CC=CC=2)C2C=CC=CC=2)C=CC=CC=1.N(C(OCC)=O)=NC(OCC)=O>>[CH2:1]([O:3][C:4]1[CH:9]=[CH:8][C:7]([C:10](=[N:12][O:13][CH2:14][CH2:15][O:16][C:18]2[CH:50]=[CH:49][C:21]([CH2:22][CH:23]3[S:27][C:26](=[O:28])[N:25]([C:29]([C:42]4[CH:47]=[CH:46][CH:45]=[CH:44][CH:43]=4)([C:36]4[CH:37]=[CH:38][CH:39]=[CH:40][CH:41]=4)[C:30]4[CH:35]=[CH:34][CH:33]=[CH:32][CH:31]=4)[C:24]3=[O:48])=[CH:20][CH:19]=2)[CH3:11])=[CH:6][CH:5]=1)[CH3:2]. Procedure details: Following a procedure similar to that described in Example 1(a), but using 447 mg of 2-[1-(4-ethoxyphenyl)-ethylideneaminooxy]ethanol (prepared as described in Preparation 29), 931 mg of 5-(4-hydroxybenzyl)-3-tritylthiazolidine-2,4-dione, 577 mg of triphenylphosphine and 366 mg of diethyl azodicarboxylate, 1.34 g of the title compound were obtained as a foam-like solid. Reactants: CC(=O)O, O=N[O-], Nc1cc(OCc2ccc(CNC(=O)C(F)(F)F)cc2)nc(N)n1, [Na+], O. Yields the product Nc1nc(N)c(N=O)c(OCc2ccc(CNC(=O)C(F)(F)F)cc2)n1. As a reaction SMILES: [CH3:29][C:30](=[O:31])[OH:32].[N:25](=[O:26])[O-:27].[NH2:1][c:2]1[n:3][c:4]([NH2:24])[cH:5][c:6]([O:8][CH2:9][c:10]2[cH:11][cH:12][c:13]([CH2:16][NH:17][C:18]([C:19]([F:20])([F:21])[F:22])=[O:23])[cH:14][cH:15]2)[n:7]1.[Na+:28].[OH2:33]>>[NH2:1][c:2]1[n:3][c:4]([NH2:24])[c:5]([N:25]=[O:26])[c:6]([O:8][CH2:9][c:10]2[cH:11][cH:12][c:13]([CH2:16][NH:17][C:18]([C:19]([F:20])([F:21])[F:22])=[O:23])[cH:14][cH:15]2)[n:7]1. Reactants: CCOP(=O)(OCC)C(C)C(=O)OC(C)(C)C, CCOC(C)=O, CC(=O)O, CC(C)c1csc(CCc2ccn3c(=O)c(C=O)cnc3c2)n1, [H-], [Na+], [Na+], O=C([O-])O. Yields the product CC(=Cc1cnc2cc(CCc3nc(C(C)C)cs3)ccn2c1=O)C(=O)OC(C)(C)C. RXN SMILES: [CH2:1]([O:2][P:3]([O:4][CH2:5][CH3:6])(=[O:7])[CH:9]([C:10](=[O:11])[O:12][C:13]([CH3:14])([CH3:15])[CH3:16])[CH3:17])[CH3:8].[CH3:48][CH2:49][O:50][C:51](=[O:52])[CH3:53].[CH3:54][C:55](=[O:56])[OH:57].[CH:20]([CH3:21])([CH3:22])[c:23]1[n:24][c:25]([CH2:28][CH2:29][c:30]2[cH:31][c:32]3[n:33]([c:34](=[O:40])[c:35]([CH:38]=[O:39])[cH:36][n:37]3)[cH:41][cH:42]2)[s:26][cH:27]1.[H-:18].[Na+:19].[Na+:43].[OH:44][C:45](=[O:46])[O-:47]>>[C:9]([C:10](=[O:11])[O:12][C:13]([CH3:14])([CH3:15])[CH3:16])([CH3:17])=[CH:38][c:35]1[c:34](=[O:40])[n:33]2[c:32]([cH:31][c:30]([CH2:29][CH2:28][c:25]3[n:24][c:23]([CH:20]([CH3:21])[CH3:22])[cH:27][s:26]3)[cH:42][cH:41]2)[n:37][cH:36]1. Starting materials: ClC=1C(=NC=C(C(=O)O)C1)Cl (5,6-dichloronicotinic acid), FC(CO)(C)F (2,2-difluoropropan-1-ol). Product: ClC=1C(=NC=C(C(=O)O)C1)OCC(C)(F)F (5-chloro-6-(2,2-difluoropropoxy)nicotinic acid). The yield is 85.0%. As a reaction SMILES: [Cl:1][C:2]1[C:3](Cl)=[N:4][CH:5]=[C:6]([CH:10]=1)[C:7]([OH:9])=[O:8].[F:12][C:13]([F:17])([CH3:16])[CH2:14][OH:15]>>[Cl:1][C:2]1[C:3]([O:15][CH2:14][C:13]([F:17])([F:12])[CH3:16])=[N:4][CH:5]=[C:6]([CH:10]=1)[C:7]([OH:9])=[O:8]. Procedure: The title compound is prepared in 85% yield (1.12 g, colorless oil) from 5,6-dichloronicotinic acid (1.00 g, 5.21 mmol) and 2,2-difluoropropan-1-ol (0.50 g, 5.21 mmol) in a similar manner to Step-1 of Intermediate-A3. Starting materials: ClC=1C=C2C(CC(NC2=CC1)C1=C(N)C=CC=C1)(C)C (2-(6-chloro-4,4-dimethyl-1,2,3,4-tetrahydroquinolin-2-yl)aniline), N1=CC=CC=C1 (pyridine), FC1=C(C=CC=C1)S(=O)(=O)Cl (2-fluorobenzenesulfonyl chloride). Run in ClCCl (dichloromethane). Reaction conditions: time 8 hour. Product: ClC=1C=C2C(CC(NC2=CC1)C1=C(C=CC=C1)NS(=O)(=O)C1=C(C=CC=C1)F)(C)C (N-[2-(6-chloro-4,4-dimethyl-1,2,3,4-tetrahydro-quinolin-2-yl)-phenyl]-2-fluoro-benzenesulfonamide). Reaction SMILES: [Cl:1][C:2]1[CH:3]=[C:4]2[C:9](=[CH:10][CH:11]=1)[NH:8][CH:7]([C:12]1[CH:18]=[CH:17][CH:16]=[CH:15][C:13]=1[NH2:14])[CH2:6][C:5]2([CH3:20])[CH3:19].N1C=CC=CC=1.[F:27][C:28]1[CH:33]=[CH:32][CH:31]=[CH:30][C:29]=1[S:34](Cl)(=[O:36])=[O:35]>ClCCl>[Cl:1][C:2]1[CH:3]=[C:4]2[C:9](=[CH:10][CH:11]=1)[NH:8][CH:7]([C:12]1[CH:18]=[CH:17][CH:16]=[CH:15][C:13]=1[NH:14][S:34]([C:29]1[CH:30]=[CH:31][CH:32]=[CH:33][C:28]=1[F:27])(=[O:36])=[O:35])[CH2:6][C:5]2([CH3:20])[CH3:19]. Procedure: To a stirred solution of 2-(6-chloro-4,4-dimethyl-1,2,3,4-tetrahydroquinolin-2-yl)aniline (100 mg, 0.35 mmol) in dichloromethane (5 mL) was added pyridine (0.6 mL) and 2-fluorobenzenesulfonyl chloride (68 mg, 0.35 mmol) at ice-bath. The reaction mixture was stirred at room temperature overnight. The reaction mixture was washed with water. The aqueous layer was extracted with dichloromethane. The combined organic layer was washed by brine, dried over anhydrous sodium sulfate, concentrated in vacu...